This data is from the Open Reaction Database (ORD), a public repository of structured organic reaction records. The task is: describe an organic reaction: reactants, conditions, products, and yield Starting materials: CN1CCOCC1 (N-methylmorpholine), N1C(CC1)=O (azetidinone), ClC(=O)C(C(=O)OCC1=CC=CC=C1)C1=CC=CC=C1 (α-(chlorocarbonyl)benzeneacetic acid, phenylmethyl ester). The solvent is C(C)#N (acetonitrile), CN(C=O)C (dimethylformamide). Run at temperature 0 celsius. Product: O=C1NC[C@@H]1NC(=O)C(C(=O)OCC1=CC=CC=C1)C1=CC=CC=C1 ((3S)-α-[[(2-Oxo-3-azetidinyl)amino]carbonyl]benzeneacetic acid, phenylmethyl ester). Reaction SMILES: [NH:1]1[CH2:4][CH2:3][C:2]1=[O:5].C[N:7]1CCOCC1.Cl[C:14]([CH:16]([C:27]1[CH:32]=[CH:31][CH:30]=[CH:29][CH:28]=1)[C:17]([O:19][CH2:20][C:21]1[CH:26]=[CH:25][CH:24]=[CH:23][CH:22]=1)=[O:18])=[O:15]>CN(C)C=O.C(#N)C>[O:5]=[C:2]1[C@@H:3]([NH:7][C:14]([CH:16]([C:27]2[CH:32]=[CH:31][CH:30]=[CH:29][CH:28]=2)[C:17]([O:19][CH2:20][C:21]2[CH:26]=[CH:25][CH:24]=[CH:23][CH:22]=2)=[O:18])=[O:15])[CH2:4][NH:1]1. Reported procedure: The above azetidinone (3.0 g) is dissolved in 100 ml of dimethylformamide. The solution is cooled to 0° C. and 4.5 g of N-methylmorpholine is added followed (dropwise) by 10.8 g of α-(chlorocarbonyl)benzeneacetic acid, phenylmethyl ester in 50 ml of acetonitrile with stirring. The mixture is stirred for about 16 hours at 5° C. The solvent is distilled off in vacuo and 100 ml of water is added to the residue. The aqueous suspension is extracted twice with 100 ml portions of methylene chloride. Th... The product is CCCCCCCCc1ccc(CC#CCCCCO)cc1. Reaction SMILES: [Br:10][CH2:11][CH2:12][CH2:13][CH2:14][OH:15].[CH2:16]([CH2:17][CH2:18][CH2:19][CH2:20][CH2:21][CH2:22][CH3:23])[c:24]1[cH:25][cH:26][c:27]([CH2:28][C:29]#[CH:30])[cH:31][cH:32]1.[Li:1].[Li:4].[NH2-:2].[NH3:3].[O-:5][S:6](=[O:7])(=[O:8])[O-:9]>>[CH2:11]([CH2:12][CH2:13][CH2:14][OH:15])[C:30]#[C:29][CH2:28][c:27]1[cH:26][cH:25][c:24]([CH2:16][CH2:17][CH2:18][CH2:19][CH2:20][CH2:21][CH2:22][CH3:23])[cH:32][cH:31]1. The reactants are OCCCCBr, C#CCc1ccc(CCCCCCCC)cc1, [Li], [Li], [NH2-], N, O=S(=O)([O-])[O-].